Dataset: the Open Reaction Database (ORD), a public repository of structured organic reaction records. Task: describe an organic reaction: reactants, conditions, products, and yield Starting materials: Cc1cc(Br)ccc1CO, Cc1ccccc1, CCOC(C)=O, C=C[Sn](CCCC)(CCCC)CCCC, [F-], [K+], c1ccc(P(c2ccccc2)(c2ccccc2)[Pd](P(c2ccccc2)(c2ccccc2)c2ccccc2)(P(c2ccccc2)(c2ccccc2)c2ccccc2)P(c2ccccc2)(c2ccccc2)c2ccccc2)cc1. Product: C=Cc1ccc(CO)c(C)c1. Reaction SMILES: [Br:1][c:2]1[cH:3][c:4]([CH3:10])[c:5]([CH2:6][OH:7])[cH:8][cH:9]1.[CH3:28][c:29]1[cH:30][cH:31][cH:32][cH:33][cH:34]1.[CH3:35][CH2:36][O:37][C:38]([CH3:39])=[O:40].[CH:11](=[CH2:12])[Sn:13]([CH2:14][CH2:15][CH2:16][CH3:17])([CH2:18][CH2:19][CH2:20][CH3:21])[CH2:22][CH2:23][CH2:24][CH3:25].[F-:26].[K+:27].[cH:41]1[cH:42][cH:43][c:44]([P:45]([Pd:46]([P:47]([c:48]2[cH:49][cH:50][cH:51][cH:52][cH:53]2)([c:54]2[cH:55][cH:56][cH:57][cH:58][cH:59]2)[c:60]2[cH:61][cH:62][cH:63][cH:64][cH:65]2)([P:66]([c:67]2[cH:68][cH:69][cH:70][cH:71][cH:72]2)([c:73]2[cH:74][cH:75][cH:76][cH:77][cH:78]2)[c:79]2[cH:80][cH:81][cH:82][cH:83][cH:84]2)[P:85]([c:86]2[cH:87][cH:88][cH:89][cH:90][cH:91]2)([c:92]2[cH:93][cH:94][cH:95][cH:96][cH:97]2)[c:98]2[cH:99][cH:100][cH:101][cH:102][cH:103]2)([c:104]2[cH:105][cH:106][cH:107][cH:108][cH:109]2)[c:110]2[cH:111][cH:112][cH:113][cH:114][cH:115]2)[cH:116][cH:117]1>>[c:2]1([CH:11]=[CH2:12])[cH:3][c:4]([CH3:10])[c:5]([CH2:6][OH:7])[cH:8][cH:9]1. The reactants are Cl.CNCC#N (methylaminoacetonitrile hydrochloride), [OH-].[Na+] (sodium hydroxide), O (water), O(C1=CC=CC=C1)C1=C(C(=O)Cl)C=CC=C1 (2-phenoxybenzoyl chloride). Solvent: C(Cl)Cl (methylene chloride). Conditions: time 5 hour. Yields the product C(#N)CN(C(C1=C(C=CC=C1)OC1=CC=CC=C1)=O)C (N-cyanomethyl-N-methyl-2-phenoxybenzamide). RXN SMILES: Cl.[CH3:2][NH:3][CH2:4][C:5]#[N:6].[OH-].[Na+].O.[O:10]([C:17]1[CH:25]=[CH:24][CH:23]=[CH:22][C:18]=1[C:19](Cl)=[O:20])[C:11]1[CH:16]=[CH:15][CH:14]=[CH:13][CH:12]=1>C(Cl)Cl>[C:5]([CH2:4][N:3]([CH3:2])[C:19](=[O:20])[C:18]1[CH:22]=[CH:23][CH:24]=[CH:25][C:17]=1[O:10][C:11]1[CH:16]=[CH:15][CH:14]=[CH:13][CH:12]=1)#[N:6] |f:0.1,2.3|. Procedure details: 2.7 parts of methylaminoacetonitrile hydrochloride was added to a solution of 2 parts of sodium hydroxide in 25 parts of water at ~15°. When the addition was complete a solution of 5.8 parts of 2-phenoxybenzoyl chloride in 50 parts of methylene chloride was added dropwise. The mixture was stirred vigorously for 5 hrs. at ~20°. The methylene chloride layer was then separated, washed with water and dried over magnesium sulfate. Removal of the magnesium sulfate by filtration and concentration of th... Reactants: BrCc1ccccc1, [Cu], [Na+], [OH-], O=c1c2c(nc3c(O)cccn13)CCC2, Cc1ccccc1C. Yields the product O=c1c2c(nc3c(OCc4ccccc4)cccn13)CCC2. As a reaction SMILES: [Br:18][CH2:19][c:20]1[cH:21][cH:22][cH:23][cH:24][cH:25]1.[Cu:26].[Na+:17].[OH-:16].[OH:1][c:2]1[cH:3][cH:4][cH:5][n:6]2[c:7]1[n:8][c:9]1[c:10]([c:11]2=[O:12])[CH2:13][CH2:14][CH2:15]1.[c:27]1([CH3:28])[c:29]([CH3:30])[cH:31][cH:32][cH:33][cH:34]1>>[O:1]([c:2]1[cH:3][cH:4][cH:5][n:6]2[c:7]1[n:8][c:9]1[c:10]([c:11]2=[O:12])[CH2:13][CH2:14][CH2:15]1)[CH2:19][c:20]1[cH:21][cH:22][cH:23][cH:24][cH:25]1. RXN SMILES: [Br:1][c:2]1[cH:3][c:4]2[c:5]([C:13]#[N:14])[cH:6][n:7]([CH2:11][CH3:12])[c:8]2[cH:9][cH:10]1.[Pd:23]([Cl:24])[Cl:25].[c:26]1([P:27]([c:28]2[cH:29][cH:30][cH:31][cH:32][cH:33]2)[c:34]2[cH:35][cH:36][cH:37][cH:38][cH:39]2)[cH:40][cH:41][cH:42][cH:43][cH:44]1.[c:45]1([P:46]([c:47]2[cH:48][cH:49][cH:50][cH:51][cH:52]2)[c:53]2[cH:54][cH:55][cH:56][cH:57][cH:58]2)[cH:59][cH:60][cH:61][cH:62][cH:63]1.[s:15]1[cH:16][c:17]([B:20]([OH:21])[OH:22])[cH:18][cH:19]1>>[c:2]1(-[c:17]2[cH:16][s:15][cH:19][cH:18]2)[cH:3][c:4]2[c:5]([C:13]#[N:14])[cH:6][n:7]([CH2:11][CH3:12])[c:8]2[cH:9][cH:10]1. Yields the product CCn1cc(C#N)c2cc(-c3ccsc3)ccc21. Reactants: CCn1cc(C#N)c2cc(Br)ccc21, Cl[Pd]Cl, c1ccc(P(c2ccccc2)c2ccccc2)cc1, c1ccc(P(c2ccccc2)c2ccccc2)cc1, OB(O)c1ccsc1. Reactants: C1(=CC=CC=C1)C=1C=C(C=NC1)C12CCCN2CCC1 (7a-(5-phenyl-3-pyridinyl)-hexahydro-1H-pyrrolizine), Cl (HCl). Run in CCOCC (ether), CCOCC (Et2O). The product is Cl.C1(=CC=CC=C1)C=1C=C(C=NC1)C12CCCN2CCC1 (7a-(5-phenyl-3-pyridinyl)-hexahydro-1H-pyrrolizine hydrochloride salt). Reaction SMILES: [C:1]1([C:7]2[CH:8]=[C:9]([C:13]34[CH2:20][CH2:19][CH2:18][N:17]3[CH2:16][CH2:15][CH2:14]4)[CH:10]=[N:11][CH:12]=2)[CH:6]=[CH:5][CH:4]=[CH:3][CH:2]=1.[ClH:21]>CCOCC>[ClH:21].[C:1]1([C:7]2[CH:8]=[C:9]([C:13]34[CH2:20][CH2:19][CH2:18][N:17]3[CH2:16][CH2:15][CH2:14]4)[CH:10]=[N:11][CH:12]=2)[CH:2]=[CH:3][CH:4]=[CH:5][CH:6]=1 |f:3.4|. Procedure: The 7a-(5-phenyl-3-pyridinyl)-hexahydro-1H-pyrrolizine compound from step 25b was dissolved in ether (5 mL) and Et2O saturated with HCl (g) was added. The solvent was removed, and the solid was dried to afford the title compound as yellow needles (13.5 mg): mp 217°-220° C. (dec.); 1H NMR D2O, 300 MHz) δ2.17-2.47 (m, 4H), 2.57-2.73 (m, 4H), 3.41-3.50 (m, 2H), 3.87-3.97 (m, 2H), 7.60-7.68 (m, 3H), 7.75-7.81 (m, 2H), 8.60 (dd, J=2.0, 2.0 Hz, 1H), 8.87 (d, J=2.0 Hz, 1H), 9.04 (d, J=2.0 Hz, 1H); MS (...